From a dataset of the Open Reaction Database (ORD), a public repository of structured organic reaction records. describe an organic reaction: reactants, conditions, products, and yield The reactants are N#CCc1ccccc1, CCCCCC, CS(C)=O, [H-], CCCCCI, [Na+], O. Yields the product CCCCCC(C#N)c1ccccc1. As a reaction SMILES: [CH2:3]([c:4]1[cH:5][cH:6][cH:7][cH:8][cH:9]1)[C:10]#[N:11].[CH3:19][CH2:20][CH2:21][CH2:22][CH2:23][CH3:24].[CH3:25][S:26]([CH3:27])=[O:28].[H-:1].[I:12][CH2:13][CH2:14][CH2:15][CH2:16][CH3:17].[Na+:2].[OH2:18]>>[CH:3]([c:4]1[cH:5][cH:6][cH:7][cH:8][cH:9]1)([C:10]#[N:11])[CH2:13][CH2:14][CH2:15][CH2:16][CH3:17]. The reactants are O=C1N(C(C2=CC=CC=C12)=O)CC1=C(C=CC(=C1)C=1OC=CN1)C=1C(=CC=CC1)S(=O)(=O)N(COCCOC)C1=C(C(=NO1)C)C (2'-[(1,3-Dihydro-1,3-dioxo-2H-isoindol-2-yl)methyl]-N-(3,4-dimethyl-5-isoxazolyl)-N-[(2-methoxyethoxy)methyl]-4'-(2-oxazolyl)[1,1'-biphenyl]-2-sulfonamide), Cl[Si](C)(C)C (chlorotrimethylsilane), [I-].[Na+] (sodium iodide), Cl[Si](C)(C)C (chlorotrimethylsilane), [I-].[Na+] (sodium iodide). Solvent: C(Cl)Cl (CH2Cl2), O (water). Reaction conditions: time 2 hour. The product is O=C1N(C(C2=CC=CC=C12)=O)CC1=C(C=CC(=C1)C=1OC=CN1)C=1C(=CC=CC1)S(=O)(=O)NC1=C(C(=NO1)C)C (2'-[(1,3-Dihydro-1,3-dioxo-2H-isoindol-2-yl)methyl]-N-(3,4-dimethyl-5-isoxazolyl)-4'-(2-oxazolyl)[1,1'-biphenyl]-2-sulfonamide). The yield is 53.9%. As a reaction SMILES: [O:1]=[C:2]1[C:10]2[C:5](=[CH:6][CH:7]=[CH:8][CH:9]=2)[C:4](=[O:11])[N:3]1[CH2:12][C:13]1[CH:18]=[C:17]([C:19]2[O:20][CH:21]=[CH:22][N:23]=2)[CH:16]=[CH:15][C:14]=1[C:24]1[C:25]([S:30]([N:33]([C:40]2[O:44][N:43]=[C:42]([CH3:45])[C:41]=2[CH3:46])COCCOC)(=[O:32])=[O:31])=[CH:26][CH:27]=[CH:28][CH:29]=1.Cl[Si](C)(C)C.[I-].[Na+]>C(Cl)Cl.O>[O:11]=[C:4]1[C:5]2[C:10](=[CH:9][CH:8]=[CH:7][CH:6]=2)[C:2](=[O:1])[N:3]1[CH2:12][C:13]1[CH:18]=[C:17]([C:19]2[O:20][CH:21]=[CH:22][N:23]=2)[CH:16]=[CH:15][C:14]=1[C:24]1[C:25]([S:30]([NH:33][C:40]2[O:44][N:43]=[C:42]([CH3:45])[C:41]=2[CH3:46])(=[O:32])=[O:31])=[CH:26][CH:27]=[CH:28][CH:29]=1 |f:2.3|. Reported procedure: To a solution of the title compound of Step (A) (0.05 g, 0.087 mmol) in 10 mL of CH2Cl2, chlorotrimethylsilane (0.019 g, 0.17 mmol) and sodium iodide (0.026 g, 0.17 mmol) were added the mixture stirred at room temperature for 2 hr. Additional portions of chlorotrimethylsilane (0.019 g, 0.17 mmol) and sodium iodide (0.026 g, 0.17 mmol) were added and the mixture stirred for an additional 1 hr. The mixture was diluted with 15 mL of water and extracted with 3×15 mL of CH2Cl2. The combined organic e...